This data is from the Open Reaction Database (ORD), a public repository of structured organic reaction records. The task is: describe an organic reaction: reactants, conditions, products, and yield The reactants are COC=1C=CC(=CC1)C=O (Anisaldehyde), C(=O)([O-])[O-].[K+].[K+] (K2CO3), CC1=CC=C(C=C1)S(=O)(=O)C[N+]#[C-] (TOSMIC). Solvent: CO (MeOH), CO (methanol). Reaction conditions: temperature 80 celsius. The product is COC1=C(C=CC=C1)C1=CN=CO1 (5-(2-methoxyphenyl)oxazole). The yield is 83.0%. Reaction SMILES: CO[C:3]1[CH:4]=[CH:5][C:6]([CH:9]=[O:10])=[CH:7][CH:8]=1.[C:11]([O-:14])([O-])=O.[K+].[K+].CC1C=CC(S([CH2:27][N+:28]#[C-:29])(=O)=O)=CC=1>CO>[CH3:11][O:14][C:7]1[CH:8]=[CH:3][CH:4]=[CH:5][C:6]=1[C:9]1[O:10][CH:29]=[N:28][CH:27]=1 |f:1.2.3|. Reported procedure: To a solution of Anisaldehyde (2.0 mmol) in MeOH (5.0 mL), was added K2CO3 (2.2 mmol) and TOSMIC (1.10 mmol) and the reaction was allowed to stir at 80° C. in a sealed vial. After the reaction was over, the methanol was removed and the crude product was absorbed in silica gel and purified by column chromatography. The product was isolated in 83% yield as colorless oil. 1H NMR: 3.91 (s, 3H), 6.94 (d, 1H, J=8.4 Hz), 7.01 (t, 1H, J=7.6 Hz), 6.94 (t, 1H, J=8.4 Hz), 7.53 (s, 1H), 7.75 (d, 1H, J=8.0 H...